This data is from the Open Reaction Database (ORD), a public repository of structured organic reaction records. The task is: describe an organic reaction: reactants, conditions, products, and yield The solvent is CCOCC (ether), CCOCC (ether). Yield: 95.5%. Reported procedure: To a cooled solution (-78° C.) of diisopropylamine (2.22 g, 0.022 mol) in 25 mL ether, n-BuLi (0.022 mol) was added dropwise and stirred for 20 minutes under a nitrogen atmosphere. Ethyl isobutyrate (2.65 g, 0.022 mol) was then added dropwise and the mixture was stirred for 20 minutes. In a separate flask, lauroyl chloride (5.0 g, 0.022 mol) was stirred in 10 mL ether and cooled to 0° C. The ethyl isobutyrate enolate solution was added dropwise to the lauroyl chloride solution over a 5-minute pe... The reactants are C(CCCCCCCCCCC)(=O)Cl (lauroyl chloride), C(C)(C)NC(C)C (diisopropylamine), [Li]CCCC (n-BuLi), ethyl isobutyrate enolate, C(CCCCCCCCCCC)(=O)Cl (lauroyl chloride), C(C(C)C)(=O)OCC (Ethyl isobutyrate). The product is C(C)OC(C(C(CCCCCCCCCCC)=O)(C)C)=O (2,2-dimethyl-3-oxo-tetradecanoic acid ethyl ester). Run at temperature 0 celsius, time 20 minute. As a reaction SMILES: C(N[CH:5]([CH3:7])[CH3:6])(C)C.[Li]CCCC.[C:13]([O:18][CH2:19][CH3:20])(=[O:17])C(C)C.[C:21](Cl)(=[O:33])[CH2:22][CH2:23][CH2:24][CH2:25][CH2:26][CH2:27][CH2:28][CH2:29][CH2:30][CH2:31][CH3:32]>CCOCC>[CH2:19]([O:18][C:13](=[O:17])[C:5]([CH3:6])([CH3:7])[C:21](=[O:33])[CH2:22][CH2:23][CH2:24][CH2:25][CH2:26][CH2:27][CH2:28][CH2:29][CH2:30][CH2:31][CH3:32])[CH3:20]. The reactants are solution, [OH-].[K+] (potassium hydroxide), IC1=NC=2C3=C(CCC2C=N1)C(=NN3C)C(=O)OCC (Ethyl 8-iodo-1-methyl-4,5-dihydro-1H-pyrazolo[4,3-h]quinazoline-3-carboxylate). The solvent is C(C)O (ethanol), C(C)O (ethanol). The product is IC1=NC=2C3=C(CCC2C=N1)C(=NN3C)C(=O)[O-].[K+] (Potassium 8-iodo-1-methyl-4,5-dihydro-1H-pyrazolo[4,3-h]quinazoline-3-carboxylate). The yield is 82.0%. Reaction SMILES: [I:1][C:2]1[N:11]=[CH:10][C:9]2[CH2:8][CH2:7][C:6]3[C:12]([C:16]([O:18]CC)=[O:17])=[N:13][N:14]([CH3:15])[C:5]=3[C:4]=2[N:3]=1.[OH-].[K+:22]>C(O)C>[I:1][C:2]1[N:11]=[CH:10][C:9]2[CH2:8][CH2:7][C:6]3[C:12]([C:16]([O-:18])=[O:17])=[N:13][N:14]([CH3:15])[C:5]=3[C:4]=2[N:3]=1.[K+:22] |f:1.2,4.5|. Reported procedure: Ethyl 8-iodo-1-methyl-4,5-dihydro-1H-pyrazolo[4,3-h]quinazoline-3-carboxylate (384 mg, 1 mmol) was suspended in anhydrous ethanol (10 mL) and treated with a 1.5 M solution of potassium hydroxide in ethanol (6.6 mL, 10 mmol) at room temperature, overnight. The resulting precipitate was collected by filtration to give the title compound (323 mg, 82% yield) as a white solid. The reactants are CC(C)(C)OC(=O)N(CC1CCc2cc(B3OC(C)(C)C(C)(C)O3)ccc2O1)CC(COc1ccccc1)O[Si](C)(C)C(C)(C)C, O=C([O-])O, Cc1ccccc1, CC1(C)OC(=O)c2ccc(OS(=O)(=O)C(F)(F)F)cc2O1, [Na+]. The product is CC(C)(C)OC(=O)N(CC1CCc2cc(-c3ccc4c(c3)OC(C)(C)OC4=O)ccc2O1)CC(COc1ccccc1)O[Si](C)(C)C(C)(C)C. RXN SMILES: [C:1]([CH3:2])([CH3:3])([CH3:4])[Si:5]([O:6][CH:7]([CH2:8][N:9]([C:10]([O:11][C:12]([CH3:13])([CH3:14])[CH3:15])=[O:16])[CH2:17][CH:18]1[O:19][c:20]2[cH:21][cH:22][c:23]([B:28]3[O:29][C:30]([CH3:31])([CH3:32])[C:33]([CH3:34])([CH3:35])[O:36]3)[cH:24][c:25]2[CH2:26][CH2:27]1)[CH2:37][O:38][c:39]1[cH:40][cH:41][cH:42][cH:43][cH:44]1)([CH3:45])[CH3:46].[C:68](=[O:69])([OH:70])[O-:71].[CH3:73][c:74]1[cH:75][cH:76][cH:77][cH:78][cH:79]1.[F:47][C:48]([F:49])([F:50])[S:51]([O:52][c:53]1[cH:54][cH:55][c:56]2[c:57]([cH:65]1)[O:58][C:59]([CH3:63])([CH3:64])[O:60][C:61]2=[O:62])(=[O:66])=[O:67].[Na+:72]>>[C:1]([CH3:2])([CH3:3])([CH3:4])[Si:5]([O:6][CH:7]([CH2:8][N:9]([C:10]([O:11][C:12]([CH3:13])([CH3:14])[CH3:15])=[O:16])[CH2:17][CH:18]1[O:19][c:20]2[cH:21][cH:22][c:23](-[c:53]3[cH:54][cH:55][c:56]4[c:57]([cH:65]3)[O:58][C:59]([CH3:63])([CH3:64])[O:60][C:61]4=[O:62])[cH:24][c:25]2[CH2:26][CH2:27]1)[CH2:37][O:38][c:39]1[cH:40][cH:41][cH:42][cH:43][cH:44]1)([CH3:45])[CH3:46]. Starting materials: C(#N)C1=CC2=C(S1)CCCC2NC=O (2-cyano-N-formyl-4,5,6,7-tetrahydrobenzo[b]thiophen-4-amine), Cl (hydrochloric acid). Product: Cl.C(#N)C1=CC2=C(S1)CCCC2N (2-cyano-4,5,6,7-tetrahydrobenzo[b]thiophen-4-amine hydrochloride). As a reaction SMILES: [C:1]([C:3]1[S:7][C:6]2[CH2:8][CH2:9][CH2:10][CH:11]([NH:12]C=O)[C:5]=2[CH:4]=1)#[N:2].[ClH:15]>>[ClH:15].[C:1]([C:3]1[S:7][C:6]2[CH2:8][CH2:9][CH2:10][CH:11]([NH2:12])[C:5]=2[CH:4]=1)#[N:2] |f:2.3|. Reported procedure: A mixture of 4.8 grams of 2-cyano-N-formyl-4,5,6,7-tetrahydrobenzo[b]thiophen-4-amine in 70 ml. of 1N hydrochloric acid is refluxed for an hour and evaporated to dryness to afford 4.7 grams of 2-cyano-4,5,6,7-tetrahydrobenzo[b]thiophen-4-amine hydrochloride, melting point 241° C. to 246° C. (dec.). Reactants: C1CCNCC1, Cc1cc(=O)c2cccc(C=O)c2o1, CC(=O)O, ClCCl, COC(=O)CC(C)=O. The product is COC(=O)C(=Cc1cccc2c(=O)cc(C)oc12)C(C)=O. As a reaction SMILES: [CH2:27]1[CH2:28][CH2:29][NH:30][CH2:31][CH2:32]1.[CH3:1][c:2]1[o:3][c:4]2[c:5]([CH:13]=[O:14])[cH:6][cH:7][cH:8][c:9]2[c:10](=[O:12])[cH:11]1.[CH3:23][C:24](=[O:25])[OH:26].[Cl:33][CH2:34][Cl:35].[O:15]=[C:16]([CH2:17][C:18](=[O:19])[O:20][CH3:21])[CH3:22]>>[CH3:1][c:2]1[o:3][c:4]2[c:5]([CH:13]=[C:17]([C:16](=[O:15])[CH3:22])[C:18](=[O:19])[O:20][CH3:21])[cH:6][cH:7][cH:8][c:9]2[c:10](=[O:12])[cH:11]1. Starting materials: C12CCCC(CCC1)C2CC(=O)Cl (2-(Bicyclo[3.3.1]nonan-9-yl)acetyl chloride), NN1C(=NC2=CC=CC=C2C1=O)C(C)C (3-amino-2-isopropylquinazolin-4(3H)-one). The product is C12CCCC(CCC1)C2CC(=O)NN2C(=NC1=CC=CC=C1C2=O)C(C)C (2-bicyclo[3.3.1]non-9-yl-N-(2-isopropyl-4-oxoquinazolin-3(4H)-yl)acetamide). RXN SMILES: [CH:1]12[CH:9]([CH2:10][C:11](Cl)=[O:12])[CH:5]([CH2:6][CH2:7][CH2:8]1)[CH2:4][CH2:3][CH2:2]2.[NH2:14][N:15]1[C:24](=[O:25])[C:23]2[C:18](=[CH:19][CH:20]=[CH:21][CH:22]=2)[N:17]=[C:16]1[CH:26]([CH3:28])[CH3:27]>>[CH:1]12[CH:9]([CH2:10][C:11]([NH:14][N:15]3[C:24](=[O:25])[C:23]4[C:18](=[CH:19][CH:20]=[CH:21][CH:22]=4)[N:17]=[C:16]3[CH:26]([CH3:28])[CH3:27])=[O:12])[CH:5]([CH2:6][CH2:7][CH2:8]1)[CH2:4][CH2:3][CH2:2]2. Procedure: The product from Example 56D and 3-amino-2-isopropylquinazolin-4(3H)-one (Aldrich) were processed using the method described in Example 42C to afford the title compound. 1H NMR (300 MHz, DMSO-d6) δ ppm 1.20 (d, J=6.7 Hz, 3 H) 1.24 (d, J=6.7 Hz, 3 H) 1.43-1.59 (m, 4 H) 1.65-1.95 (m, 10 H) 1.97-2.08 (m, 1 H) 2.51-2.56 (m, 2 H) 3.02-3.14 (m, 1 H) 7.53 (t, J=6.9 Hz, 1 H) 7.67 (d, J=8.3 Hz, 1 H) 7.79-7.89 (m, 1 H) 8.11 (dd, J=7.9, 1.5 Hz, 1 H) 10.94 (s, 1 H); MS (ESI+) m/z 368 (M+H)+. The reactants are [OH-].[Na+] (sodium hydroxide), C(C=CC1=CC=CC=C1)(=O)O (cinnamic acid). Solvent: O (water). Yields the product C(C=CC1=CC=CC=C1)(=O)[O-].[Na+] (sodium cinnamate). As a reaction SMILES: [OH-].[Na+:2].[C:3]([OH:13])(=[O:12])[CH:4]=[CH:5][C:6]1[CH:11]=[CH:10][CH:9]=[CH:8][CH:7]=1>O>[C:3]([O-:13])(=[O:12])[CH:4]=[CH:5][C:6]1[CH:7]=[CH:8][CH:9]=[CH:10][CH:11]=1.[Na+:2] |f:0.1,4.5|. Reported procedure: In 300 ml of purified water, 1.64 g of sodium hydroxide was dissolved. In the resultant aqueous solution, 6.06 g of cinnamic acid (purity 99.9%, conjugate number 4) was thoroughly dissolved under stirring, to produce a sodium cinnamate aqueous solution. The pH value of this aqueous solution was adjusted to 11.0 with a 0.1 N sodium hydroxide aqueous solution. Then, a europium chloride aqueous solution obtained in advance by thoroughly dissolving 5.0 g of europium chloride (EuCl3.6H2O; purity 99.9...